Dataset: the Open Reaction Database (ORD), a public repository of structured organic reaction records. Task: describe an organic reaction: reactants, conditions, products, and yield Reactants: C(C)OC(C(C)(C)C=1N=CNC1)=O (2-(1H-imidazol-4-yl)-2-methyl-propionic acid ethyl ester), [H-].[Na+] (sodium hydride), CI (methyl iodide), C(O)([O-])=O.[Na+] (sodium hydrogencarbonate). Solvent: CN(C=O)C (N,N-dimethylformamide). Conditions: temperature 60 celsius, time 30 minute. The product is SiO2, C(C)OC(C(C)(C=1N=CN(C1)C)C)=O (2-Methyl-2-(1-methyl-1H-imidazol-4-yl)-propionic acid ethyl ester). RXN SMILES: [CH2:1]([O:3][C:4](=[O:13])[C:5]([C:8]1[N:9]=[CH:10][NH:11][CH:12]=1)([CH3:7])[CH3:6])[CH3:2].[H-].[Na+].CI.[C:18](=O)([O-])O.[Na+]>CN(C)C=O>[CH2:1]([O:3][C:4](=[O:13])[C:5]([CH3:7])([C:8]1[N:9]=[CH:10][N:11]([CH3:18])[CH:12]=1)[CH3:6])[CH3:2] |f:1.2,4.5|. Procedure: A solution of 1.82 g of 2-(1H-imidazol-4-yl)-2-methyl-propionic acid ethyl ester [CAS 21149-99-5] in 20 ml of dry N,N-dimethylformamide is treated with 0.480 g sodium hydride (60% dispersion). The mixture is stirred for 30 minutes at 60° C. 0.81 ml of methyl iodide are added and the mixture stirred for 4 hours at 60° C. The reaction mixture is poured onto saturated aqueous sodium hydrogencarbonate solution and extracted with tert-butyl methyl ether (3×). The combined extracts are washed with bri... Reactants: N1=CC(=CC=C1)CC1=CC=C(C=C1)/C=C(/C(=O)OCC)\C (ethyl (E)-3-[4-(pyridin-3-ylmethyl)phenyl]-2-methylacrylate), [H-].[Al+3].[Li+].[H-].[H-].[H-] (lithium aluminum hydride), C(C)(=O)OCC (ethyl acetate), O (water), O (water). The solvent is O1CCCC1 (tetrahydrofuran). The product is N1=CC(=CC=C1)CC1=CC=C(C=C1)/C=C(/CO)\C ((E)-3-[4-(pyridin-3-ylmethyl)phenyl]-2-methylallyl alcohol). The yield is 72.3%. As a reaction SMILES: [N:1]1[CH:6]=[CH:5][CH:4]=[C:3]([CH2:7][C:8]2[CH:13]=[CH:12][C:11](/[CH:14]=[C:15](\[CH3:21])/[C:16](OCC)=[O:17])=[CH:10][CH:9]=2)[CH:2]=1.[H-].[Al+3].[Li+].[H-].[H-].[H-].C(OCC)(=O)C.O>O1CCCC1>[N:1]1[CH:6]=[CH:5][CH:4]=[C:3]([CH2:7][C:8]2[CH:9]=[CH:10][C:11](/[CH:14]=[C:15](\[CH3:21])/[CH2:16][OH:17])=[CH:12][CH:13]=2)[CH:2]=1 |f:1.2.3.4.5.6|. Procedure details: In 33 ml of anhydrous tetrahydrofuran was dissolved 6.5 g of ethyl (E)-3-[4-(pyridin-3-ylmethyl)phenyl]-2-methylacrylate, and to the resulting solution was added 0.66 g of lithium aluminum hydride in small portions at room temperature. Further, the resulting mixture was subjected to reaction at the same temperature for one hour, and thereafter, 30 ml of ethyl acetate and then 2.5 ml of water were added in small portions with water-cooling. The insolubles were removed by filtration, and thereafte... The reactants are [Al], COC(=O)C(CC(C)(C)[N+](=O)[O-])c1cccc(Cl)c1. Product: CC1(C)CC(c2cccc(Cl)c2)C(=O)N1O. Reaction SMILES: [Al:20].[Cl:1][c:2]1[cH:3][c:4]([CH:8]([C:9](=[O:10])[O:12][CH3:18])[CH2:13][C:14]([CH3:15])([N+:16]([O-:11])=[O:17])[CH3:19])[cH:5][cH:6][cH:7]1>>[Cl:1][c:2]1[cH:3][c:4]([CH:8]2[C:9](=[O:10])[N:16]([OH:17])[C:14]([CH3:15])([CH3:19])[CH2:13]2)[cH:5][cH:6][cH:7]1. The reactants are C[O-].[Na+] (sodium methoxide), C(C1=CC=CC=C1)OC(=O)CN1CCC(C(=O)OCC)CC1 (Ethyl 1-(benzyloxycarbonylmethyl)isonipecotate), C(C(C)(C)C)(=O)Cl (pivaloyl chloride), C[O-].[Na+] (sodium methoxide), ClC=1C=C(C(=O)C=2C(=NC(=CC2)C)NCC)C=CC1 (3-(3-chlorobenzoyl)-2-ethylamino-6-methylpyridine). The reagents and catalysts are [C].[Pd] (palladium-carbon). Solvent: C(C)O (ethanol), C1CCOC1 (THF), C(C)O (ethanol), C(C)O (ethanol). Product: ClC=1C=C(C=CC1)C1=C(C(N(C2=NC(=CC=C12)C)CC)=O)N1CCC(CC1)C(=O)OCC (ethyl 1-[4-(3-chlorophenyl)-1-ethyl-7-methyl-2-oxo-1,2-dihydro-1,8-naphthyridin-3-yl]piperidin-4-carboxylate). Reaction SMILES: C(O[C:9]([CH2:11][N:12]1[CH2:22][CH2:21][CH:15]([C:16]([O:18][CH2:19][CH3:20])=[O:17])[CH2:14][CH2:13]1)=[O:10])C1C=CC=CC=1.C[O-].[Na+].C(Cl)(=O)C(C)(C)C.[Cl:33][C:34]1[CH:35]=[C:36]([CH:49]=[CH:50][CH:51]=1)[C:37]([C:39]1[C:40]([NH:46][CH2:47][CH3:48])=[N:41][C:42]([CH3:45])=[CH:43][CH:44]=1)=O>C(O)C.C1COCC1.[C].[Pd]>[Cl:33][C:34]1[CH:35]=[C:36]([C:37]2[C:39]3[C:40](=[N:41][C:42]([CH3:45])=[CH:43][CH:44]=3)[N:46]([CH2:47][CH3:48])[C:9](=[O:10])[C:11]=2[N:12]2[CH2:13][CH2:14][CH:15]([C:16]([O:18][CH2:19][CH3:20])=[O:17])[CH2:21][CH2:22]2)[CH:49]=[CH:50][CH:51]=1 |f:1.2,7.8|. Procedure: Ethyl 1-(benzyloxycarbonylmethyl)isonipecotate was subjected to catalytic reduction under a hydrogen atmosphere of 1 atm in ethanol in the presence of 10% palladium-carbon. The resulting compound was treated with sodium methoxide in ethanol and then reacted with pivaloyl chloride in THF. The resulting compound was reacted with 3-(3-chlorobenzoyl)-2-ethylamino-6-methylpyridine under heating, and further treated with sodium methoxide in ethanol. Thereafter, the reaction mixture was worked up and p... Reactants: [OH-].[Na+] (NaOH), S(=O)(=O)([O-])[O-].[Zr+4].S(=O)(=O)([O-])[O-] (zirconium sulfate), OP(=O)(O)O (H3PO4), [P] (phosphorus), [P] (phosphorus), Na4SiO4. The solvent is O (water). Run at temperature 160 celsius, time 1 hour. Yields the product P(=O)([O-])([O-])[O-].[Zr+4].P(=O)([O-])([O-])[O-].P(=O)([O-])([O-])[O-].P(=O)([O-])([O-])[O-].[Zr+4].[Zr+4] (zirconium phosphate). RXN SMILES: S([O-])([O-])(=O)=O.[Zr+4:6].S([O-])([O-])(=O)=O.[P].[OH:13][P:14]([OH:17])([OH:16])=[O:15].[OH-].[Na+]>O>[P:14]([O-:17])([O-:16])([O-:15])=[O:13].[Zr+4:6].[P:14]([O-:17])([O-:16])([O-:15])=[O:13].[P:14]([O-:17])([O-:16])([O-:15])=[O:13].[P:14]([O-:17])([O-:16])([O-:15])=[O:13].[Zr+4:6].[Zr+4:6] |f:0.1.2,5.6,8.9.10.11.12.13.14|. Procedure: Amorphous zirconium phosphate was prepared in all the examples. In this example the material was prepared according to the following procedure. In the first stage, a slurry containing 440 g of basic zirconium sulfate (40% ZrO2) (MEI, HCP PP142A), with a predetermined particle size distribution ranging from 50 to 60 microns, in a phosphorus-containing solution was made. The phosphorus-containing solution had the following composition: 3.3 kg of water, 402 g of 75 wt % H3PO4, 380 g of 30 wt % NaOH... Starting materials: COC(=O)CBr, O=C([O-])[O-], CC(C)=O, Cl, [K+], [K+], COc1ccc(C(=O)CCc2ccc(O)cc2)c(O)c1CCC(C)C. The product is COC(=O)COc1ccc(CCC(=O)c2ccc(OC)c(CCC(C)C)c2O)cc1. Reaction SMILES: [Br:32][CH2:33][C:34](=[O:35])[O:36][CH3:37].[C:26](=[O:27])([O-:28])[O-:29].[CH3:39][C:40](=[O:41])[CH3:42].[ClH:38].[K+:30].[K+:31].[OH:1][c:2]1[c:3]([C:15]([CH2:16][CH2:17][c:18]2[cH:19][cH:20][c:21]([OH:24])[cH:22][cH:23]2)=[O:25])[cH:4][cH:5][c:6]([O:13][CH3:14])[c:7]1[CH2:8][CH2:9][CH:10]([CH3:11])[CH3:12]>>[OH:1][c:2]1[c:3]([C:15]([CH2:16][CH2:17][c:18]2[cH:19][cH:20][c:21]([O:24][CH2:33][C:34](=[O:35])[O:36][CH3:37])[cH:22][cH:23]2)=[O:25])[cH:4][cH:5][c:6]([O:13][CH3:14])[c:7]1[CH2:8][CH2:9][CH:10]([CH3:11])[CH3:12]. Reactants: OC1=CC=C(C=O)C=C1 (4-hydroxybenzaldehyde), O1CCC(CC1)C(=O)O (tetrahydro-pyran-4-carboxylic acid), S(=O)(Cl)Cl (thionyl chloride), N1=CC=CC=C1 (pyridine). Run in C(Cl)Cl (CH2Cl2), O (water). Run at temperature 0 celsius. The product is O1CCC(CC1)C(=O)OC1=CC=C(C=C1)C=O (4-formylphenyl tetrahydro-2H-pyran-4-carboxylate). Isolated yield 87.4%. Reaction SMILES: [O:1]1[CH2:6][CH2:5][CH:4]([C:7]([OH:9])=[O:8])[CH2:3][CH2:2]1.S(Cl)(Cl)=O.N1C=CC=CC=1.O[C:21]1[CH:28]=[CH:27][C:24]([CH:25]=[O:26])=[CH:23][CH:22]=1>C(Cl)Cl.O>[O:1]1[CH2:6][CH2:5][CH:4]([C:7]([O:9][C:21]2[CH:28]=[CH:27][C:24]([CH:25]=[O:26])=[CH:23][CH:22]=2)=[O:8])[CH2:3][CH2:2]1. Procedure: To a 100 mL dry round bottom flask were added tetrahydro-pyran-4-carboxylic acid (2.8 g, 21.5 mmol), thionyl chloride (2.8 mL, 34.4 mmol). The mixture was refluxed for 45 minutes, then all the volatile materials were rotary-evaporated. To the residue, anhydrous CH2Cl2 (10 mL) was added. The resulting solution was cooled to 0° C., and pyridine (2.63 g, 21.5 mmol) was added, followed by a solution of 4-hydroxybenzaldehyde (2.04 g, 25.8 mmol) in anhydrous CH2Cl2 (30 mL). The reaction mixture was st...